Dataset: the Open Reaction Database (ORD), a public repository of structured organic reaction records. Task: describe an organic reaction: reactants, conditions, products, and yield Reactants: Cc1ccccc1, CC(C)(C)OC(=O)N1CCOc2nc(Cl)ccc2C1, [H-], [Na+], O=C(C=Cc1ccccc1)C=Cc1ccccc1, O=C(C=Cc1ccccc1)C=Cc1ccccc1, O=C(C=Cc1ccccc1)C=Cc1ccccc1, O, OC1CCCCC1, [Pd], [Pd], c1ccc(P(c2ccccc2)c2ccc3ccccc3c2-c2c(P(c3ccccc3)c3ccccc3)ccc3ccccc23)cc1. The product is CC(C)(C)OC(=O)N1CCOc2nc(OC3CCCCC3)ccc2C1. As a reaction SMILES: [CH3:75][c:76]1[cH:77][cH:78][cH:79][cH:80][cH:81]1.[Cl:10][c:11]1[cH:12][cH:13][c:14]2[c:20]([n:21]1)[O:19][CH2:18][CH2:17][N:16]([C:22](=[O:23])[O:24][C:25]([CH3:26])([CH3:27])[CH3:28])[CH2:15]2.[H-:8].[Na+:9].[O:102]=[C:103]([CH:104]=[CH:105][c:106]1[cH:107][cH:108][cH:109][cH:110][cH:111]1)[CH:112]=[CH:113][c:114]1[cH:115][cH:116][cH:117][cH:118][cH:119]1.[O:120]=[C:121]([CH:122]=[CH:123][c:124]1[cH:125][cH:126][cH:127][cH:128][cH:129]1)[CH:130]=[CH:131][c:132]1[cH:133][cH:134][cH:135][cH:136][cH:137]1.[O:84]=[C:85]([CH:86]=[CH:87][c:88]1[cH:89][cH:90][cH:91][cH:92][cH:93]1)[CH:94]=[CH:95][c:96]1[cH:97][cH:98][cH:99][cH:100][cH:101]1.[OH2:138].[OH:1][CH:2]1[CH2:3][CH2:4][CH2:5][CH2:6][CH2:7]1.[Pd:82].[Pd:83].[cH:29]1[cH:30][cH:31][c:32]([P:33]([c:34]2[cH:35][cH:36][c:37]3[c:38]([cH:39][cH:40][cH:41][cH:42]3)[c:43]2-[c:44]2[c:45]3[c:46]([cH:47][cH:48][cH:49][cH:50]3)[cH:51][cH:52][c:53]2[P:54]([c:55]2[cH:56][cH:57][cH:58][cH:59][cH:60]2)[c:61]2[cH:62][cH:63][cH:64][cH:65][cH:66]2)[c:67]2[cH:68][cH:69][cH:70][cH:71][cH:72]2)[cH:73][cH:74]1>>[O:1]([CH:2]1[CH2:3][CH2:4][CH2:5][CH2:6][CH2:7]1)[c:11]1[cH:12][cH:13][c:14]2[c:20]([n:21]1)[O:19][CH2:18][CH2:17][N:16]([C:22](=[O:23])[O:24][C:25]([CH3:26])([CH3:27])[CH3:28])[CH2:15]2. Starting materials: solution, CC(C)C[AlH]CC(C)C (DIBAL), CC1=C(C(=C(C=C1)C)[Si](C1=CC=CC=C1)(C)C)C=CC(=O)OCC (ethyl 3-[2,5-dimethyl-6-(dimethylphenylsilyl)phenyl]-prop-2-enoate). Run in C1(=CC=CC=C1)C (toluene), C1(=CC=CC=C1)C (toluene). Run at time 4 hour. Product: CC1=C(C(=C(C=C1)C)[Si](C1=CC=CC=C1)(C)C)C=CCO (3-[2,5-dimethyl-6-(dimethylphenylsilyl)phenyl]prop-2-enol). As a reaction SMILES: CC(C[AlH]CC(C)C)C.[CH3:10][C:11]1[CH:16]=[CH:15][C:14]([CH3:17])=[C:13]([Si:18]([CH3:26])([CH3:25])[C:19]2[CH:24]=[CH:23][CH:22]=[CH:21][CH:20]=2)[C:12]=1[CH:27]=[CH:28][C:29](OCC)=[O:30]>C1(C)C=CC=CC=1>[CH3:10][C:11]1[CH:16]=[CH:15][C:14]([CH3:17])=[C:13]([Si:18]([CH3:26])([CH3:25])[C:19]2[CH:20]=[CH:21][CH:22]=[CH:23][CH:24]=2)[C:12]=1[CH:27]=[CH:28][CH2:29][OH:30]. Procedure details: A 1M solution of DIBAL in toluene (8.6 ml) was added slowly to the ester product of step (t) above (0.967 g, 2.86 mmol) in 5 ml of toluene at -78°. The reaction was stirred 4 hours with slow warming to 0°. The reaction was then re-cooled (-40°) and quenched with saturated aqueous sodium sulfate. Solid sodium sulfate and celite were added and the mixture was diluted with MTBE, stirred 10 minutes, and then filtered. The filtrate was concentrated to give 0.97 g of a clear oil which was chromatograp... Starting materials: resultant mixture, C(C)(C)(C)OC(=O)N1CCC(CC1)CCCN (4-(3-Aminopropyl)-piperidine-1-carboxylic acid tert-butyl ester), C1(CC1)NC(=O)C1=CC=CC=2SC(=CC21)C2=NC(=NC=C2F)Cl (2-(2-chloro-5-fluoropyrimidin-4-yl)-benzo[b]thiophene-4-carboxylic acid cyclopropylamide), C(C)(C)N(CC)C(C)C (diisopropylethylamine). Solvent: O1CCOCC1 (1,4-dioxane). The product is C(C)(C)(C)OC(=O)N1CCC(CC1)CCCNC1=NC=C(C(=N1)C1=CC2=C(S1)C=CC=C2C(NC2CC2)=O)F (4-{3-[4-(4-cyclopropylcarbamoyl-benzo[b]thiophen-2-yl)-5-fluoropyrimidin-2-ylamino]-propyl}-piperidine-1-carboxylic acid tert-butyl ester). The yield is 80.4%. As a reaction SMILES: [C:1]([O:5][C:6]([N:8]1[CH2:13][CH2:12][CH:11]([CH2:14][CH2:15][CH2:16][NH2:17])[CH2:10][CH2:9]1)=[O:7])([CH3:4])([CH3:3])[CH3:2].[CH:18]1([NH:21][C:22]([C:24]2[C:32]3[CH:31]=[C:30]([C:33]4[C:38]([F:39])=[CH:37][N:36]=[C:35](Cl)[N:34]=4)[S:29][C:28]=3[CH:27]=[CH:26][CH:25]=2)=[O:23])[CH2:20][CH2:19]1.C(N(C(C)C)CC)(C)C>O1CCOCC1>[C:1]([O:5][C:6]([N:8]1[CH2:13][CH2:12][CH:11]([CH2:14][CH2:15][CH2:16][NH:17][C:35]2[N:34]=[C:33]([C:30]3[S:29][C:28]4[CH:27]=[CH:26][CH:25]=[C:24]([C:22](=[O:23])[NH:21][CH:18]5[CH2:19][CH2:20]5)[C:32]=4[CH:31]=3)[C:38]([F:39])=[CH:37][N:36]=2)[CH2:10][CH2:9]1)=[O:7])([CH3:4])([CH3:3])[CH3:2]. Procedure: 4-(3-Aminopropyl)-piperidine-1-carboxylic acid tert-butyl ester (0.557 g, 2.30 mmol) is added to a stirred suspension of 2-(2-chloro-5-fluoropyrimidin-4-yl)-benzo[b]thiophene-4-carboxylic acid cyclopropylamide (0.400 g, 1.15 mmol) and diisopropylethylamine (0.60 mL, 3.5 mmol) in anhydrous 1,4-dioxane (8 mL) at room temperature under nitrogen. The resultant mixture is heated in an oil bath at 95° C. for 34 hours. At room temperature the mixture is concentrated and chromatographed on silica gel, e... Starting materials: COC=1C=C(C=CC1)C1=CC(CCC1)=O (3-(m-methoxyphenyl)-2-cyclohexen-1-one), COC(C)(N(C)C)OC (N,N-dimethylacetamide dimethyl acetal), [BH4-].[Na+] (sodium borohydride). Solvent: C=1(C(=CC=CC1)C)C (xylene). The product is COC=1C=C(C=CC1)C1(CC=CCC1)CC(=O)N(C)C (1-(m-methoxyphenyl)-N,N-dimethyl-3-cyclohexene-1-acetamide). RXN SMILES: [CH3:1][O:2][C:3]1[CH:4]=[C:5]([C:9]2[CH2:14][CH2:13][CH2:12][C:11](=O)[CH:10]=2)[CH:6]=[CH:7][CH:8]=1.[BH4-].[Na+].C[O:19][C:20](OC)([N:22]([CH3:24])[CH3:23])[CH3:21]>C1(C)C(C)=CC=CC=1>[CH3:1][O:2][C:3]1[CH:4]=[C:5]([C:9]2([CH2:21][C:20]([N:22]([CH3:24])[CH3:23])=[O:19])[CH2:14][CH2:13][CH:12]=[CH:11][CH2:10]2)[CH:6]=[CH:7][CH:8]=1 |f:1.2|. Procedure: 10 g of 3-(m-methoxyphenyl)-2-cyclohexen-1-ol obtained by reducing 3-(m-methoxyphenyl)-2-cyclohexen-1-one with sodium borohydride, are dissolved in 100 ml of xylene, whereupon 12 g of N,N-dimethylacetamide dimethyl acetal are added, and the mixture is boiled at reflux for 8 hours. After distillation of the solvent, the oil remaining behind is chromatographed on a 30-fold amount of silica gel. The fractions which are uniform in accordance with thin-layer chromatography and which are produced by e... The reactants are OCc1ccccc1Br, O=C([O-])[O-], COCCOC, CCOC(C)=O, [Na+], [Na+], O, OB(O)c1ccc(F)cc1. Yields the product OCc1ccccc1-c1ccc(F)cc1. As a reaction SMILES: [Br:11][c:12]1[c:13]([CH2:14][OH:15])[cH:16][cH:17][cH:18][cH:19]1.[C:20](=[O:21])([O-:22])[O-:23].[CH3:26][O:27][CH2:28][CH2:29][O:30][CH3:31].[CH3:32][CH2:33][O:34][C:35]([CH3:36])=[O:37].[Na+:24].[Na+:25].[OH2:38].[OH:1][B:2]([OH:3])[c:4]1[cH:5][cH:6][c:7]([F:8])[cH:9][cH:10]1>>[c:4]1(-[c:12]2[c:13]([CH2:14][OH:15])[cH:16][cH:17][cH:18][cH:19]2)[cH:5][cH:6][c:7]([F:8])[cH:9][cH:10]1.